This data is from the Open Reaction Database (ORD), a public repository of structured organic reaction records. The task is: describe an organic reaction: reactants, conditions, products, and yield The reactants are N1(C=CC=C1)C1=CC=C(C=C1)O (4-Pyrrol-1-yl-phenol), ice water, Cl.ClCCN1CCCCC1 (1-(2-chloroethyl)piperidine hydrochloride), C(=O)([O-])[O-].[K+].[K+] (K2CO3). Run in CN(C)C=O (DMF). Run at temperature 85 celsius, time 72 hour. Product: N1(C=CC=C1)C1=CC=C(OCCN2CCCCC2)C=C1 (1-[2-(4-Pyrrol-1-yl-phenoxy)-ethyl]-piperidine). Yield: 39.4%. RXN SMILES: [N:1]1([C:6]2[CH:11]=[CH:10][C:9]([OH:12])=[CH:8][CH:7]=2)[CH:5]=[CH:4][CH:3]=[CH:2]1.Cl.Cl[CH2:15][CH2:16][N:17]1[CH2:22][CH2:21][CH2:20][CH2:19][CH2:18]1.C([O-])([O-])=O.[K+].[K+]>CN(C=O)C>[N:1]1([C:6]2[CH:11]=[CH:10][C:9]([O:12][CH2:15][CH2:16][N:17]3[CH2:22][CH2:21][CH2:20][CH2:19][CH2:18]3)=[CH:8][CH:7]=2)[CH:2]=[CH:3][CH:4]=[CH:5]1 |f:1.2,3.4.5|. Procedure details: To a 50 mL vial which contained a solution of 4-Pyrrol-1-yl-phenol (500 mg, 3.1 mmol) and 1-(2-chloroethyl)piperidine hydrochloride (1.25 g, 6.2 mmol) in DMF (30 mL) was added K2CO3 (1.8 g, 13 mmol) at rt. The reaction mixture was heated to 85° C. and stirred at 85° C. for 72 h. After cooled to rt, the reaction mixture was poured into 30 mL ice-water mixture and then was extracted with EtOAc (3×50 mL). The combined organic layers were washed with water (3×50 mL) and brine (30 mL), dried over Na2...